describe an organic reaction: reactants, conditions, products, and yield From a dataset of the Open Reaction Database (ORD), a public repository of structured organic reaction records. The reactants are FCCOc1ccc(Br)cc1, Clc1cccc2nonc12. Product: FCCOc1ccc(-c2cccc3nonc23)cc1. Reaction SMILES: [Br:11][c:12]1[cH:13][cH:14][c:15]([O:18][CH2:19][CH2:20][F:21])[cH:16][cH:17]1.[Cl:1][c:2]1[cH:3][cH:4][cH:5][c:6]2[c:7]1[n:8][o:9][n:10]2>>[c:2]1(-[c:12]2[cH:13][cH:14][c:15]([O:18][CH2:19][CH2:20][F:21])[cH:16][cH:17]2)[cH:3][cH:4][cH:5][c:6]2[c:7]1[n:8][o:9][n:10]2. Reactants: CI (methyl iodide), CC1=CC=C(COC=2C=C(C(=O)NC3=CC=C(C=C3)CN3CCCCC3)C=CC2)C=C1 (3-(4-methylbenzyloxy)-4′-(piperidinomethyl)benzanilide), C(C)(=O)OCC (Ethyl acetate). The solvent is CN(C)C=O (DMF). Run at time 15 hour. The product is [I-].C[N+]1(CCCCC1)CC1=CC=C(C=C1)NC(C1=CC(=CC=C1)OCC1=CC=C(C=C1)C)=O (1-methyl-1-[4-[3-(4-methylbenzyloxy)benzoylamino]benzyl]piperidinium iodide). RXN SMILES: [CH3:1][C:2]1[CH:31]=[CH:30][C:5]([CH2:6][O:7][C:8]2[CH:9]=[C:10]([CH:27]=[CH:28][CH:29]=2)[C:11]([NH:13][C:14]2[CH:19]=[CH:18][C:17]([CH2:20][N:21]3[CH2:26][CH2:25][CH2:24][CH2:23][CH2:22]3)=[CH:16][CH:15]=2)=[O:12])=[CH:4][CH:3]=1.C[I:33].[C:34](OCC)(=O)C>CN(C=O)C>[I-:33].[CH3:34][N+:21]1([CH2:20][C:17]2[CH:18]=[CH:19][C:14]([NH:13][C:11](=[O:12])[C:10]3[CH:27]=[CH:28][CH:29]=[C:8]([O:7][CH2:6][C:5]4[CH:4]=[CH:3][C:2]([CH3:1])=[CH:31][CH:30]=4)[CH:9]=3)=[CH:15][CH:16]=2)[CH2:22][CH2:23][CH2:24][CH2:25][CH2:26]1 |f:4.5|. Reported procedure: To 3-(4-methylbenzyloxy)-4′-(piperidinomethyl)benzanilide (900 mg) dissolved in DMF (5 ml) was added methyl iodide (405 μl), and the resulting mixture was stirred at room temperature for 15 hours. Ethyl acetate (200 ml) was added to this reaction mixture, and the resulting precipitate was collected by filtration to obtain 1-methyl-1-[4-[3-(4-methylbenzyloxy)benzoylamino]benzyl]piperidinium iodide (compound 88) (1.05 g) as colorless crystals.